This data is from the Open Reaction Database (ORD), a public repository of structured organic reaction records. The task is: describe an organic reaction: reactants, conditions, products, and yield The reactants are FC1=CC(=C(C=C1)NC=1N=C(C2=C(N1)C=CS2)Cl)C (2-(4-Fluoro-2-methylphenylamino)-4-chlorothieno-[3,2-d]pyrimidine), CNC1=CC=CC=C1 (N-methylaniline). Run in C(C)OCC (diethyl ether). Yields the product Cl.FC1=CC(=C(C=C1)NC=1N=C(C2=C(N1)C=CS2)N(C)C2=CC=CC=C2)C (2-(4-Fluoro-2-methylphenylamino)-4-(N-methylphenylamino)thieno[3,2-d]pyrimidine hydrochloride). Reaction SMILES: [F:1][C:2]1[CH:7]=[CH:6][C:5]([NH:8][C:9]2[N:10]=[C:11]([Cl:18])[C:12]3[S:17][CH:16]=[CH:15][C:13]=3[N:14]=2)=[C:4]([CH3:19])[CH:3]=1.[CH3:20][NH:21][C:22]1[CH:27]=[CH:26][CH:25]=[CH:24][CH:23]=1>C(OCC)C>[ClH:18].[F:1][C:2]1[CH:7]=[CH:6][C:5]([NH:8][C:9]2[N:10]=[C:11]([N:21]([C:22]3[CH:27]=[CH:26][CH:25]=[CH:24][CH:23]=3)[CH3:20])[C:12]3[S:17][CH:16]=[CH:15][C:13]=3[N:14]=2)=[C:4]([CH3:19])[CH:3]=1 |f:3.4|. Procedure details: 2-(4-Fluoro-2-methylphenylamino)-4-chlorothieno-[3,2-d]pyrimidine (1.5 g, 0.0051 mol) and N-methylaniline were heated in an oil bath at 150° for 1 hour. Addition of diethyl ether gave a solid which was collected by filtration and dried, (1.85 g). Recrystallization from ethanol gave the title compound, (0.75 g), m.p. 242°-244°. Reactants: O1CCN(CC1)C1=CC=C(C=C1)C=1NC2=C(N1)C=CC(=C2)N (2-(4-morpholinophenyl)-5-aminobenzimidazole), C(#N)C1=CC=C(C=C1)C=1NC2=C(N1)C=CC(=C2)C(=O)[O-] (2-(4-cyanophenyl)benzimidazole-5-carboxylate). Yields the product C(#N)C1=CC=C(C=C1)C1=NC2=C(N1)C=C(C=C2)C(=O)NC2=CC1=C(NC(=N1)C1=CC=C(C=C1)N1CCOCC1)C=C2 (2-(4-cyanophenyl)-N-(2-(4-morpholinophenyl)-1H-benzo[d]imidazol-5-yl)-1H-benzo[d]imidazole-6-carboxamide). RXN SMILES: [O:1]1[CH2:6][CH2:5][N:4]([C:7]2[CH:12]=[CH:11][C:10]([C:13]3[NH:14][C:15]4[CH:21]=[C:20]([NH2:22])[CH:19]=[CH:18][C:16]=4[N:17]=3)=[CH:9][CH:8]=2)[CH2:3][CH2:2]1.[C:23]([C:25]1[CH:30]=[CH:29][C:28]([C:31]2[NH:32][C:33]3[CH:39]=[C:38]([C:40]([O-])=[O:41])[CH:37]=[CH:36][C:34]=3[N:35]=2)=[CH:27][CH:26]=1)#[N:24]>>[C:23]([C:25]1[CH:26]=[CH:27][C:28]([C:31]2[NH:32][C:33]3[CH:39]=[C:38]([C:40]([NH:22][C:20]4[CH:19]=[CH:18][C:16]5[NH:17][C:13]([C:10]6[CH:11]=[CH:12][C:7]([N:4]7[CH2:5][CH2:6][O:1][CH2:2][CH2:3]7)=[CH:8][CH:9]=6)=[N:14][C:15]=5[CH:21]=4)=[O:41])[CH:37]=[CH:36][C:34]=3[N:35]=2)=[CH:29][CH:30]=1)#[N:24]. Procedure: Compound 292 was prepared according to the procedure similar to that described in Scheme V from 2-(4-morpholinophenyl)-5-aminobenzimidazole and 2-(4-cyanophenyl)benzimidazole-5-carboxylate. [M+H]+ calcd for C32H25N7O2: 540.21; found: 539.97. Starting materials: BrC1=C2CCCN(C2=CC=C1)C(=O)OCCOC1=C(C(=CC=C1)C)C (2-(2,3-dimethylphenoxy)ethyl 5-bromo-3,4-dihydroquinoline-1(2H)-carboxylate), CC1=C(OCC(=O)OCC)C=CC=C1C (ethyl 2-(2,3-dimethylphenoxy)acetate), CC1=C(C=CC=C1C)CCC(=O)OC (methyl 3-(2,3-dimethylphenyl)propanoate). Product: BrC1=C2CCCN(C2=CC=C1)C(=O)OCCCC1=C(C(=CC=C1)C)C (3-(2,3-Dimethylphenyl)propyl 5-bromo-3,4-dihydroquinoline-1(2H)-carboxylate). RXN SMILES: [Br:1][C:2]1[CH:11]=[CH:10][CH:9]=[C:8]2[C:3]=1[CH2:4][CH2:5][CH2:6][N:7]2[C:12]([O:14][CH2:15][CH2:16]OC1C=CC=C(C)C=1C)=[O:13].CC1C(C)=CC=CC=1OCC(OCC)=O.[CH3:41][C:42]1[C:47]([CH3:48])=[CH:46][CH:45]=[CH:44][C:43]=1[CH2:49]CC(OC)=O>>[Br:1][C:2]1[CH:11]=[CH:10][CH:9]=[C:8]2[C:3]=1[CH2:4][CH2:5][CH2:6][N:7]2[C:12]([O:14][CH2:15][CH2:16][CH2:49][C:43]1[CH:44]=[CH:45][CH:46]=[C:47]([CH3:48])[C:42]=1[CH3:41])=[O:13]. Procedure details: The title compound was prepared using a procedure analogous to 2-(2,3-dimethylphenoxy)ethyl 5-bromo-3,4-dihydroquinoline-1(2H)-carboxylate except that ethyl 2-(2,3-dimethylphenoxy)acetate was replaced by methyl 3-(2,3-dimethylphenyl)propanoate. LCMS, [M+Na]+=426.0. Reactants: BrCCCN1C(CC(NC2=C1C=CC=C2)=O)=O (5-(3-bromopropyl)-1H-[1,5]benzodiazepine-2,4(3H,5H)-dione), ClC1=CC=C(C=C1)C(N1CCNCC1)C1=CC=CC=C1 (1-[(4-chlorophenyl)phenylmethyl]piperazine), C([O-])([O-])=O.[K+].[K+] (potassium carbonate), ClC1=CC=C(C=C1)C(N1CCNCC1)C1=CC=CC=C1 (1-[(4-chlorophenyl)phenylmethyl]piperazine). Solvent: CN(C=O)C (dimethylformamide). Reaction conditions: temperature 100 celsius, time 4 hour. The product is ClC1=CC=C(C=C1)C(N1CCN(CC1)CCCN1C(CC(NC2=C1C=CC=C2)=O)=O)C2=CC=CC=C2 (5-[3-[4-[(4-chlorophenyl)phenylmethyl]piperazin-1-yl]propyl]-1H-[1,5]benzodiazepine-2,4(3H,5H)-dione). Isolated yield 95.0%. Reaction SMILES: Br[CH2:2][CH2:3][CH2:4][N:5]1[C:11]2[CH:12]=[CH:13][CH:14]=[CH:15][C:10]=2[NH:9][C:8](=[O:16])[CH2:7][C:6]1=[O:17].[Cl:18][C:19]1[CH:24]=[CH:23][C:22]([CH:25]([C:32]2[CH:37]=[CH:36][CH:35]=[CH:34][CH:33]=2)[N:26]2[CH2:31][CH2:30][NH:29][CH2:28][CH2:27]2)=[CH:21][CH:20]=1.C(=O)([O-])[O-].[K+].[K+]>CN(C)C=O>[Cl:18][C:19]1[CH:20]=[CH:21][C:22]([CH:25]([C:32]2[CH:33]=[CH:34][CH:35]=[CH:36][CH:37]=2)[N:26]2[CH2:27][CH2:28][N:29]([CH2:2][CH2:3][CH2:4][N:5]3[C:11]4[CH:12]=[CH:13][CH:14]=[CH:15][C:10]=4[NH:9][C:8](=[O:16])[CH2:7][C:6]3=[O:17])[CH2:30][CH2:31]2)=[CH:23][CH:24]=1 |f:2.3.4|. Procedure details: Twenty five milliliters of dimethylformamide is added to 2.3 g of the compound of Example 209, 2.6 g of 1-[(4-chlorophenyl)phenylmethyl]piperazine and 2.2g of potassium carbonate and the resulting mixture is stirred at 100° C. for 4 hours. To the mixture, 0.35 g of 1-[(4-chlorophenyl)phenylmethyl]piperazine is added and the resulting mixture is stirred at 100° C. for 2.5 hours. The precipitate is removed by filtration and the filtrate is condensed, followed by purification by silica gel column c... Yields the product CS(=O)(=O)NC1=C2C=CN(C2=CC=C1)CC(=O)O (2-(4-(methylsulfonamido)-1H-indol-1-yl)acetic acid). The solvent is C1CCOC1 (THF). RXN SMILES: [CH3:1][S:2]([NH:5][C:6]1[CH:14]=[CH:13][CH:12]=[C:11]2[C:7]=1[CH:8]=[CH:9][N:10]2[CH2:15][C:16]([O:18]C)=[O:17])(=[O:4])=[O:3].O.[OH-].[Li+]>C1COCC1>[CH3:1][S:2]([NH:5][C:6]1[CH:14]=[CH:13][CH:12]=[C:11]2[C:7]=1[CH:8]=[CH:9][N:10]2[CH2:15][C:16]([OH:18])=[O:17])(=[O:3])=[O:4] |f:2.3|. Starting materials: CS(=O)(=O)NC1=C2C=CN(C2=CC=C1)CC(=O)OC (methyl 2-(4-(methylsulfonamido)-1H-indol-1-yl)acetate), O (H2O), [OH-].[Li+] (lithium hydroxide). Procedure: To a solution of methyl 2-(4-(methylsulfonamido)-1H-indol-1-yl)acetate (620 mg, 2.196 mmol) in a 1:1 mixture of H2O and THF (10 ml), lithium hydroxide (526 mg, 21.96 mmol) was added, and the mixture was reacted for 1 hour at room temperature. The organic solvent was evaporated and 1N HCl was added to the aqueous residue (pH=2); the aqueous phase was extracted with ethyl acetate (3×20 ml), and the combined organic layers were dried over sodium sulfate. The crude was purified by flash chromatograp... Isolated yield 89.9%. RXN SMILES: C(OC(=O)[NH:7][C:8]1[S:9][CH2:10][C@@H:11]2[C@@H:16]([C:17]([F:20])([F:19])[F:18])[O:15][CH2:14][C@:12]2([C:21]2[CH:26]=[C:25]([NH2:27])[CH:24]=[C:23]([F:28])[C:22]=2[F:29])[N:13]=1)(C)(C)C.[F:31][CH2:32][C:33]1[N:34]=[CH:35][C:36]([C:39](O)=[O:40])=[N:37][CH:38]=1>>[NH2:7][C:8]1[S:9][CH2:10][C@@H:11]2[C@@H:16]([C:17]([F:18])([F:19])[F:20])[O:15][CH2:14][C@:12]2([C:21]2[CH:26]=[C:25]([NH:27][C:39]([C:36]3[CH:35]=[N:34][C:33]([CH2:32][F:31])=[CH:38][N:37]=3)=[O:40])[CH:24]=[C:23]([F:28])[C:22]=2[F:29])[N:13]=1. Procedure: Synthesized from tert-butyl[(4aS,5S,7aS)-7a-(5-amino-2,3-difluorophenyl)-5-trifluoromethyl-4a,5,7,7a-tetrahydro-4H-furo[3,4-d][1,3]thiazin-2-yl]carbamate and 5-(fluoromethyl)pyrazine-2-carboxylic acid according to the general procedure. 1H NMR (400 MHz, CDCl3) δ ppm 2.89 (dd, J=13.6, 3.8 Hz, 1 H), 3.19 (dd, J=13.6, 3.0 Hz, 1 H), 3.43 (dd, J=7.5, 3.4 Hz, 1 H), 3.86-3.99 (m, 1 H), 4.39-4.67 (m, 3 H), 4.74 (quin, J=7.1 Hz, 1 H), 5.76 (d, J=45.5 Hz, 2 H), 8.10 (ddd, J=11.4, 6.8, 2.8 Hz, 1 H), 8.77 (... Product: NC=1SC[C@H]2[C@@](N1)(CO[C@@H]2C(F)(F)F)C=2C=C(C=C(C2F)F)NC(=O)C2=NC=C(N=C2)CF (N-(3-((4aS,5S,7aS)-2-amino-5-(trifluoromethyl)-4a,5,7,7a-tetrahydro-4H-furo[3,4-d][1,3]thiazin-7a-yl)-4,5-difluorophenyl)-5-(fluoromethyl)-pyrazine-2-carboxamide). Reactants: C(C)(C)(C)OC(NC=1SC[C@H]2[C@@](N1)(CO[C@@H]2C(F)(F)F)C2=C(C(=CC(=C2)N)F)F)=O (tert-butyl[(4aS,5S,7aS)-7a-(5-amino-2,3-difluorophenyl)-5-trifluoromethyl-4a,5,7,7a-tetrahydro-4H-furo[3,4-d][1,3]thiazin-2-yl]carbamate), FCC=1N=CC(=NC1)C(=O)O (5-(fluoromethyl)pyrazine-2-carboxylic acid). The reactants are O=C([O-])[O-], CCOC(=O)Cc1cccc(O)c1, C1COCCO1, O=Cc1ccccc1F, [K+], [K+]. Product: CCOC(=O)Cc1cccc(Oc2ccccc2C=O)c1. Reaction SMILES: [C:23](=[O:24])([O-:25])[O-:26].[CH2:1]([CH3:2])[O:3][C:4]([CH2:5][c:6]1[cH:7][c:8]([OH:12])[cH:9][cH:10][cH:11]1)=[O:13].[CH2:29]1[O:30][CH2:31][CH2:32][O:33][CH2:34]1.[F:14][c:15]1[c:16]([CH:17]=[O:18])[cH:19][cH:20][cH:21][cH:22]1.[K+:27].[K+:28]>>[CH2:1]([CH3:2])[O:3][C:4]([CH2:5][c:6]1[cH:7][c:8]([O:12][c:15]2[c:16]([CH:17]=[O:18])[cH:19][cH:20][cH:21][cH:22]2)[cH:9][cH:10][cH:11]1)=[O:13]. RXN SMILES: COC1C=CC(C[N:8](CC2C=CC(OC)=CC=2)[C:9]2[N:14]=[C:13]([CH3:15])[N:12]=[C:11]([C:16]3[CH:17]=[C:18]([CH:31]=[O:32])[CH:19]=[N:20][C:21]=3[NH:22][C:23]3[CH:24]=[N:25][C:26]([O:29][CH3:30])=[CH:27][CH:28]=3)[N:10]=2)=CC=1.[CH3:44][O:45][CH2:46][CH2:47][NH2:48]>>[NH2:8][C:9]1[N:14]=[C:13]([CH3:15])[N:12]=[C:11]([C:16]2[CH:17]=[C:18]([C:31]([NH:48][CH2:47][CH2:46][O:45][CH3:44])=[O:32])[CH:19]=[N:20][C:21]=2[NH:22][C:23]2[CH:24]=[N:25][C:26]([O:29][CH3:30])=[CH:27][CH:28]=2)[N:10]=1. Yields the product NC1=NC(=NC(=N1)C)C=1C=C(C=NC1NC=1C=NC(=CC1)OC)C(=O)NCCOC (5-(4-amino-6-methyl-1,3,5-triazin-2-yl)-N-(2-methoxyethyl)-6-((6-methoxy-3-pyridinyl)amino)-3-pyridinecarboxamide). Procedure details: The title compound was prepared in an analogous manner to that described in Example 151 using 5-(4-(bis(4-methoxybenzyl)amino)-6-methyl-1,3,5-triazin-2-yl)-6-((6-methoxy-3-pyridinyl)amino)-3-pyridinecarbaldehyde and 2-methoxyethylamine (Sigma-Aldrich, St. Louis, Mo.), and the desired product 5-(4-amino-6-methyl-1,3,5-triazin-2-yl)-N-(2-methoxyethyl)-6-((6-methoxy-3-pyridinyl)amino)-3-pyridinecarboxamide was isolated as a yellow solid (8% for two steps). 1H NMR (400 MHz, CDCl3) δ 12.08 (s, 1H); 9... Starting materials: COC1=CC=C(CN(C2=NC(=NC(=N2)C)C=2C=C(C=NC2NC=2C=NC(=CC2)OC)C=O)CC2=CC=C(C=C2)OC)C=C1 (5-(4-(bis(4-methoxybenzyl)amino)-6-methyl-1,3,5-triazin-2-yl)-6-((6-methoxy-3-pyridinyl)amino)-3-pyridinecarbaldehyde), COCCN (2-methoxyethylamine).